Dataset: the Open Reaction Database (ORD), a public repository of structured organic reaction records. Task: describe an organic reaction: reactants, conditions, products, and yield Reactants: CO, COc1ccc(C=C2CCCNC2=O)cc1, ClCCl, [Ir]. Yields the product COc1ccc(CC2CCCNC2=O)cc1. Reaction SMILES: [CH3:17][OH:18].[CH3:1][O:2][c:3]1[cH:4][cH:5][c:6]([CH:7]=[C:8]2[C:9](=[O:14])[NH:10][CH2:11][CH2:12][CH2:13]2)[cH:15][cH:16]1.[Cl:20][CH2:21][Cl:22].[Ir:19]>>[CH3:1][O:2][c:3]1[cH:4][cH:5][c:6]([CH2:7][CH:8]2[C:9](=[O:14])[NH:10][CH2:11][CH2:12][CH2:13]2)[cH:15][cH:16]1. Reactants: CO, O=[N+]([O-])c1ccc(Cl)c(Cl)c1, Cl, [Na+], O, [SH-]. Yields the product O=[N+]([O-])c1ccc(S)c(Cl)c1. As a reaction SMILES: [CH3:16][OH:17].[Cl:4][c:5]1[cH:6][c:7]([N+:12](=[O:13])[O-:14])[cH:8][cH:9][c:10]1[Cl:11].[ClH:15].[Na+:3].[OH2:1].[SH-:2]>>[SH:2][c:10]1[c:5]([Cl:4])[cH:6][c:7]([N+:12](=[O:13])[O-:14])[cH:8][cH:9]1. Starting materials: ClC1=NC=C(C#N)C=C1 (6-chloronicotinonitrile), C(=O)(O)[O-].[Na+] (NaHCO3), C(C)(C)N1CCN(CC1)C(=O)[C@@H]1CC[C@H](CC1)O (trans-(4-isopropyl-piperazin-1-yl)-(4-hydroxy-cyclohexyl)-methanone), C(C)(C)N1CCN(CC1)C(=O)[C@@H]1CC[C@H](CC1)O (trans-(4-isopropyl-piperazin-1-yl)-(4-hydroxy-cyclohexyl)-methanone), [H-].[Na+] (sodium hydride). Run in CC(=O)N(C)C (DMA). Conditions: time 30 minute. Yields the product C(C)(C)N1CCN(CC1)C(=O)[C@@H]1CC[C@H](CC1)OC1=NC=C(C#N)C=C1 (trans-6-[4-(4-Isopropyl-piperazine-1-carbonyl)-cyclohexyloxy]-nicotinonitrile). Yield: 11.7%. Reaction SMILES: [CH:1]([N:4]1[CH2:9][CH2:8][N:7]([C:10]([C@H:12]2[CH2:17][CH2:16][C@H:15]([OH:18])[CH2:14][CH2:13]2)=[O:11])[CH2:6][CH2:5]1)([CH3:3])[CH3:2].[H-].[Na+].Cl[C:22]1[CH:29]=[CH:28][C:25]([C:26]#[N:27])=[CH:24][N:23]=1.C([O-])(O)=O.[Na+]>CC(N(C)C)=O>[CH:1]([N:4]1[CH2:9][CH2:8][N:7]([C:10]([C@H:12]2[CH2:13][CH2:14][C@H:15]([O:18][C:22]3[CH:29]=[CH:28][C:25]([C:26]#[N:27])=[CH:24][N:23]=3)[CH2:16][CH2:17]2)=[O:11])[CH2:6][CH2:5]1)([CH3:3])[CH3:2] |f:1.2,4.5|. Procedure: To a mixture of 200 mg (0.79 mmol) of trans-(4-isopropyl-piperazin-1-yl)-(4-hydroxy-cyclohexyl)-methanone (Intermediate 4) in 1 ml of DMA, 42 mg (0.96 mmol) of sodium hydride was added at room temperature and stirred for 30 min. To the mixture, 220 mg (1.59 mmol) of 6-chloronicotinonitrile (commercially available) was added and stirred at 100° C. for 24 h. The mixture was poured into saturated NaHCO3 solution., extracted with AcOEt. The organic layer was washed with water and brine, dried over M... The reactants are BrC=1C=C2C(CC(OC2=CC1)C1COCCC1)=O (6-Bromo-2-(tetrahydro-2H-pyran-3-yl)chroman-4-one), BrC=1C=C2C(CC(OC2=CC1)C1COCCC1)=O (6-Bromo-2-(tetrahydro-2H-pyran-3-yl)chroman-4-one), CC(C)(C)S(=O)N (2-methylpropane-2-sulfinamide). Reagents/catalysts: [O-]CC.[Ti+4].[O-]CC.[O-]CC.[O-]CC (titanium ethoxide). The solvent is CC1OCCC1 (2-methyl-tetrahydrofuran), CCOC(=O)C (EtOAc), O (water). Conditions: temperature 130 celsius, time 15 minute. Product: BrC=1C=C2C(CC(OC2=CC1)C1COCCC1)=NS(=O)C(C)(C)C (N-(6-Bromo-2-(tetrahydro-2H-pyran-3-yl)chroman-4-ylidene)-2-methylpropane-2-sulfinamide). Isolated yield 90.1%. As a reaction SMILES: [Br:1][C:2]1[CH:3]=[C:4]2[C:9](=[CH:10][CH:11]=1)[O:8][CH:7]([CH:12]1[CH2:17][CH2:16][CH2:15][O:14][CH2:13]1)[CH2:6][C:5]2=O.[CH3:19][C:20]([S:23]([NH2:25])=[O:24])([CH3:22])[CH3:21]>CC1CCCO1.CCOC(C)=O.O.[O-]CC.[Ti+4].[O-]CC.[O-]CC.[O-]CC>[Br:1][C:2]1[CH:3]=[C:4]2[C:9](=[CH:10][CH:11]=1)[O:8][CH:7]([CH:12]1[CH2:17][CH2:16][CH2:15][O:14][CH2:13]1)[CH2:6][C:5]2=[N:25][S:23]([C:20]([CH3:22])([CH3:21])[CH3:19])=[O:24] |f:5.6.7.8.9|. Reported procedure: 6-Bromo-2-(tetrahydro-2H-pyran-3-yl)chroman-4-one (Intermediate 27, 1.5 g, 4.82 mmol) and 2-methylpropane-2-sulfinamide (1.052 g, 8.68 mmol) were dissolved in dry 2-methyl-tetrahydrofuran (12 mL). Neat titanium ethoxide (1.788 mL, 8.68 mmol) was added. The resulting mixture was heated by MW at 130° C. for 60 min. The mixture was diluted with EtOAc (150 mL) and water (40 mL) was added dropwise during vigorous stirring of the reaction mixture. The stirring was continued for 15 min. The solid was d...